From a dataset of the Open Reaction Database (ORD), a public repository of structured organic reaction records. describe an organic reaction: reactants, conditions, products, and yield Starting materials: ClC1=C2C(=NC(=N1)SC)N(C(NC2)=O)C2=C(C=CC=C2F)F (5-Chloro-1-(2,6-difluorophenyl)-7-(methylthio)-3,4-dihydropyrimido[4,5-d]pyrimidin-2(1H)-one), CC1=C(C=C(C=C1)NC(=O)C1=CSC=C1)B1OC(C(O1)(C)C)(C)C (N-[4-methyl-3-(4,4,5,5-tetramethyl-1,3,2-dioxaborolan-2-yl)phenyl]-3-thiophenecarboxamide). Product: FC1=C(C(=CC=C1)F)N1C(NCC2=C1N=C(N=C2C=2C=C(C=CC2C)NC(=O)C2=CSC=C2)SC)=O (N-{3-[8-(2,6-Difluorophenyl)-2-(methylthio)-7-oxo-5,6,7,8-tetrahydropyrimido[4,5-d]pyrimidin-4-yl]-4-methylphenyl}-3-thiophenecarboxamide). Reaction SMILES: Cl[C:2]1[N:7]=[C:6]([S:8][CH3:9])[N:5]=[C:4]2[N:10]([C:15]3[C:20]([F:21])=[CH:19][CH:18]=[CH:17][C:16]=3[F:22])[C:11](=[O:14])[NH:12][CH2:13][C:3]=12.[CH3:23][C:24]1[CH:29]=[CH:28][C:27]([NH:30][C:31]([C:33]2[CH:37]=[CH:36][S:35][CH:34]=2)=[O:32])=[CH:26][C:25]=1B1OC(C)(C)C(C)(C)O1>>[F:22][C:16]1[CH:17]=[CH:18][CH:19]=[C:20]([F:21])[C:15]=1[N:10]1[C:4]2[N:5]=[C:6]([S:8][CH3:9])[N:7]=[C:2]([C:29]3[CH:28]=[C:27]([NH:30][C:31]([C:33]4[CH:37]=[CH:36][S:35][CH:34]=4)=[O:32])[CH:26]=[CH:25][C:24]=3[CH3:23])[C:3]=2[CH2:13][NH:12][C:11]1=[O:14]. Reported procedure: The title compound was prepared from 5-Chloro-1-(2,6-difluorophenyl)-7-(methylthio)-3,4-dihydropyrimido[4,5-d]pyrimidin-2(1H)-one by following the procedures in Example 1d except using N-[4-methyl-3-(4,4,5,5-tetramethyl-1,3,2-dioxaborolan-2-yl)phenyl]-3-thiophenecarboxamide for the Suzuki cross-coupling reaction. LC-MS m/z 524 (M+H)+, 2.21 min (ret. time). xdb The reactants are C(C1=CC=CC=C1)N1N=C(N=N1)[C@H]1O[C@H]([C@@H]([C@@H]1O)O)N1C2=NC(=NC(=C2N=C1)NCC(C1=CC=CC=C1)C1=CC=CC=C1)Cl ((2R,3S,4R,5R)-2-(2-benzyl-2H-tetrazol-5-yl)-5-[2-chloro-6-(2,2-diphenyl-ethylamino)-purin-9-yl]-tetrahydro-furan-3,4-diol), NCC(C1=CC=C(C=C1)O)C1=CC=C(C=C1)O (4,4′-(2-aminoethylidene)bisphenol), NCC(C1=CC=C(C=C1)O)C1=CC=C(C=C1)O (4,4′-(2-aminoethylidene)bisphenol). Product: C(C1=CC=CC=C1)N1N=C(N=N1)[C@H]1O[C@H]([C@@H]([C@@H]1O)O)N1C2=NC(=NC(=C2N=C1)NCC(C1=CC=C(C=C1)O)C1=CC=C(C=C1)O)Cl ((2R,3S,4R,5R)-2-(2-Benzyl-2H-tetrazol-5-yl)-5-{6-[2,2-bis-(4-hydroxy-phenyl)ethylamino]-2 chloro-purin-9-yl}tetrahydro-furan-3,4-diol). Reaction SMILES: [CH2:1]([N:8]1[N:12]=[N:11][C:10]([C@@H:13]2[C@@H:17]([OH:18])[C@@H:16]([OH:19])[C@H:15]([N:20]3[CH:28]=[N:27][C:26]4[C:21]3=[N:22][C:23]([Cl:44])=[N:24][C:25]=4NCC(C3C=CC=CC=3)C3C=CC=CC=3)[O:14]2)=[N:9]1)[C:2]1[CH:7]=[CH:6][CH:5]=[CH:4][CH:3]=1.[NH2:45][CH2:46][CH:47]([C:55]1[CH:60]=[CH:59][C:58]([OH:61])=[CH:57][CH:56]=1)[C:48]1[CH:53]=[CH:52][C:51]([OH:54])=[CH:50][CH:49]=1>>[CH2:1]([N:8]1[N:12]=[N:11][C:10]([C@@H:13]2[C@@H:17]([OH:18])[C@@H:16]([OH:19])[C@H:15]([N:20]3[CH:28]=[N:27][C:26]4[C:21]3=[N:22][C:23]([Cl:44])=[N:24][C:25]=4[NH:45][CH2:46][CH:47]([C:48]3[CH:49]=[CH:50][C:51]([OH:54])=[CH:52][CH:53]=3)[C:55]3[CH:60]=[CH:59][C:58]([OH:61])=[CH:57][CH:56]=3)[O:14]2)=[N:9]1)[C:2]1[CH:7]=[CH:6][CH:5]=[CH:4][CH:3]=1. Reported procedure: The title compound is prepared in an analogous fashion to (2R,3S,4R,5R)-2-(2-benzyl-2H-tetrazol-5-yl)-5-[2-chloro-6-(2,2-diphenyl-ethylamino)-purin-9-yl]-tetrahydro-furan-3,4-diol (WO 99/38877) by replacing 2,2-diphenylethylamine with 4,4′-(2-aminoethylidene)bis-phenol (Intermediate A). Starting materials: CCOC(=O)C1(COCc2ccccc2)CCN(C(=O)OC(C)(C)C)CC1, C1CCOC1, Cl, [Li+], [OH-]. The product is CC(C)(C)OC(=O)N1CCC(COCc2ccccc2)(C(=O)O)CC1. Reaction SMILES: [CH2:1]([c:2]1[cH:3][cH:4][cH:5][cH:6][cH:7]1)[O:8][CH2:9][C:10]1([C:23](=[O:24])[O:25][CH2:26][CH3:27])[CH2:11][CH2:12][N:13]([C:16](=[O:17])[O:18][C:19]([CH3:20])([CH3:21])[CH3:22])[CH2:14][CH2:15]1.[CH2:28]1[O:29][CH2:30][CH2:31][CH2:32]1.[ClH:33].[Li+:35].[OH-:34]>>[CH2:1]([c:2]1[cH:3][cH:4][cH:5][cH:6][cH:7]1)[O:8][CH2:9][C:10]1([C:23](=[O:24])[OH:25])[CH2:11][CH2:12][N:13]([C:16](=[O:17])[O:18][C:19]([CH3:20])([CH3:21])[CH3:22])[CH2:14][CH2:15]1. Starting materials: solid, BrC1=C(C=CC2=CC(=CC=C12)C=1NC2=CC=CC=C2C1CCCCC)OCC#N ({[1-bromo-6-(3-pentyl-1H-indol-2-yl)-2-naphthyl]oxy}acetonitrile), CI (MeI). Yields the product CN1C(=C(C2=CC=CC=C12)CCCCC)C=1C=C2C=CC(=C(C2=CC1)Br)OCC#N ({[6-(1-Methyl-3-pentyl-1H-indol-2-yl)-1-bromo-2-naphthyl]oxy}acetonitrile). As a reaction SMILES: [Br:1][C:2]1[C:11]2[C:6](=[CH:7][C:8]([C:12]3[NH:13][C:14]4[C:19]([C:20]=3[CH2:21][CH2:22][CH2:23][CH2:24][CH3:25])=[CH:18][CH:17]=[CH:16][CH:15]=4)=[CH:9][CH:10]=2)[CH:5]=[CH:4][C:3]=1[O:26][CH2:27][C:28]#[N:29].[CH3:30]I>>[CH3:30][N:13]1[C:14]2[C:19](=[CH:18][CH:17]=[CH:16][CH:15]=2)[C:20]([CH2:21][CH2:22][CH2:23][CH2:24][CH3:25])=[C:12]1[C:8]1[CH:7]=[C:6]2[C:11](=[CH:10][CH:9]=1)[C:2]([Br:1])=[C:3]([O:26][CH2:27][C:28]#[N:29])[CH:4]=[CH:5]2. Procedure details: The title compound was prepared as a solid (0.111 g, 69%) from {[1-bromo-6-(3-pentyl-1H-indol-2-yl)-2-naphthyl]oxy}acetonitrile using MeI and the procedure from step 4 of Example 2; 1H NMR (DMSO-d6) δ 0.73 (t, J=7.4 Hz, 3H), 1.08-1.26 (m, 4H), 1.47-1.62 (m, 2H), 2.69 (t, J=8.2 Hz, 2H), 3.61 (s, 3H), 5.48 (s, 2H), 7.09 (t, J=7.4 Hz, 1H), 7.21 (t, J=7.4 Hz, 1H), 7.49 (d, J=8.2 Hz, 1H), 7.61 (d, J=8.2 Hz, 1H), 7.68-7.80 (m, 2H), 8.08 (s, 1H), 8.22 (d, J=8.9 Hz, 1H), 8.27 (d, J=8.9 Hz, 1H); mass spe...